From a dataset of the Open Reaction Database (ORD), a public repository of structured organic reaction records. describe an organic reaction: reactants, conditions, products, and yield Starting materials: C(C1=CC=CC=C1)OC=1C(=C(C=CC1)C1(CCN(CC1)CC)O)F (4-[3-(benzyloxy)-2-fluorophenyl]-1-ethylpiperidin-4-ol), ( 95 ), ( 10 ), FC(C(=O)O)(F)F (trifluoroacetic acid), ( 43 ), ( 14 ). Yields the product C(C)N1CCC(=CC1)C=1C(=C(C=CC1)O)F (3-(1-ETHYL-1,2,3,6-TETRAHYDROPYRIDIN-4-YL)-2-FLUOROPHENOL). As a reaction SMILES: C([O:8][C:9]1[C:10]([F:24])=[C:11]([C:15]2(O)[CH2:20][CH2:19][N:18]([CH2:21][CH3:22])[CH2:17][CH2:16]2)[CH:12]=[CH:13][CH:14]=1)C1C=CC=CC=1.FC(F)(F)C(O)=O>>[CH2:21]([N:18]1[CH2:17][CH:16]=[C:15]([C:11]2[C:10]([F:24])=[C:9]([OH:8])[CH:14]=[CH:13][CH:12]=2)[CH2:20][CH2:19]1)[CH3:22]. Procedure details: Preparation according to preparation 2: 4-[3-(benzyloxy)-2-fluorophenyl]-1-ethylpiperidin-4-ol (1.9 g, 5.77 mmol), trifluoroacetic acid (5 ml). Yield: 1.1 g. MS m/z (rel. intensity, 70 eV) 221 (M+, bp), 220 (43), 206 (95), 163 (10), 110 (14). Starting materials: C1(=C(C=CC=C1)NC(=O)OC1CCN(CC1)CCN(C(CCCCCNC=1SC(=C(N1)C)C(=O)OC(C)(C)C)=O)C)C1=CC=CC=C1 (tert-Butyl 2-({6-[(2-{4-[(biphenyl-2-ylcarbamoyl)oxy]piperidin-1-yl}ethyl)(methyl)amino]-6-oxohexyl}amino)-4-methyl-1,3-thiazole-5-carboxylate). The solvent is Cl.O1CCOCC1 (hydrochloric acid dioxane). Conditions: time 18 hour. Yields the product C1(=C(C=CC=C1)NC(=O)OC1CCN(CC1)CCN(C(CCCCCNC=1SC(=C(N1)C)C(=O)O)=O)C)C1=CC=CC=C1 (2-({6-[(2-{4-[(biphenyl-2-ylcarbamoyl)oxy]piperidin-1-yl}ethyl)(methyl)amino]-6-oxohexyl}amino)-4-methyl-1,3-thiazole-5-carboxylic acid). The yield is 116.3%. RXN SMILES: [C:1]1([C:42]2[CH:47]=[CH:46][CH:45]=[CH:44][CH:43]=2)[CH:6]=[CH:5][CH:4]=[CH:3][C:2]=1[NH:7][C:8]([O:10][CH:11]1[CH2:16][CH2:15][N:14]([CH2:17][CH2:18][N:19]([CH3:41])[C:20](=[O:40])[CH2:21][CH2:22][CH2:23][CH2:24][CH2:25][NH:26][C:27]2[S:28][C:29]([C:33]([O:35]C(C)(C)C)=[O:34])=[C:30]([CH3:32])[N:31]=2)[CH2:13][CH2:12]1)=[O:9]>Cl.O1CCOCC1>[C:1]1([C:42]2[CH:43]=[CH:44][CH:45]=[CH:46][CH:47]=2)[CH:6]=[CH:5][CH:4]=[CH:3][C:2]=1[NH:7][C:8]([O:10][CH:11]1[CH2:12][CH2:13][N:14]([CH2:17][CH2:18][N:19]([CH3:41])[C:20](=[O:40])[CH2:21][CH2:22][CH2:23][CH2:24][CH2:25][NH:26][C:27]2[S:28][C:29]([C:33]([OH:35])=[O:34])=[C:30]([CH3:32])[N:31]=2)[CH2:15][CH2:16]1)=[O:9] |f:1.2|. Reported procedure: A 4 N hydrochloric acid-dioxane solution (10 mL) was added to the compound (66 mg, 0.099 mmol) obtained in Example 105a, and the mixture was stirred at room temperature for 18 hours. The reaction mixture was evaporated to dryness to give crude 2-({6-[(2-{4-[(biphenyl-2-ylcarbamoyl)oxy]piperidin-1-yl}ethyl)(methyl)amino]-6-oxohexyl}amino)-4-methyl-1,3-thiazole-5-carboxylic acid (70 mg). The resulting crude carboxylic acid (70 mg) and the compound (98 mg, 0.126 mmol) obtained in Example 1k were di... The reactants are COC(=O)C(CCSC)NC(=O)c1cccc(S(=O)(=O)NCC2CC(SC(=O)OC(C)(C)C)CN2)c1, ClCCl, O. Product: COC(=O)C(CCSC)NC(=O)c1cccc(S(=O)(=O)NCC2CC(S)CN2)c1. As a reaction SMILES: [CH3:1][O:2][C:3]([CH:4]([CH2:5][CH2:6][S:7][CH3:8])[NH:9][C:10]([c:11]1[cH:12][c:13]([S:17]([NH:18][CH2:19][CH:20]2[NH:21][CH2:22][CH:23]([S:25][C:26]([O:27][C:28]([CH3:29])([CH3:30])[CH3:31])=[O:32])[CH2:24]2)(=[O:33])=[O:34])[cH:14][cH:15][cH:16]1)=[O:35])=[O:36].[Cl:38][CH2:39][Cl:40].[OH2:37]>>[CH3:1][O:2][C:3]([CH:4]([CH2:5][CH2:6][S:7][CH3:8])[NH:9][C:10]([c:11]1[cH:12][c:13]([S:17]([NH:18][CH2:19][CH:20]2[NH:21][CH2:22][CH:23]([SH:25])[CH2:24]2)(=[O:33])=[O:34])[cH:14][cH:15][cH:16]1)=[O:35])=[O:36]. The reactants are COC(C1=C(C=C(C(=C1)Cl)Cl)NS(=O)(=O)C1=CC=CC=2C1=NSN2)=O (2-(benzo[1,2,5]thiadiazole-4-sulfonylamino)-4,5-dichloro-benzoic acid methyl ester), O[Li].O (LiOH.H2O), Cl (HCl). Run in C1CCOC1 (THF), O (water). Conditions: time 8 hour. Product: N1=C2C(=NS1)C(=CC=C2)S(=O)(=O)NC2=C(C(=O)O)C=C(C(=C2)Cl)Cl (2-(Benzo[1,2,5]thiadiazole-4-sulfonylamino)-4,5-dichloro-benzoic acid). Yield: 86.0%. As a reaction SMILES: C[O:2][C:3](=[O:25])[C:4]1[CH:9]=[C:8]([Cl:10])[C:7]([Cl:11])=[CH:6][C:5]=1[NH:12][S:13]([C:16]1[C:21]2=[N:22][S:23][N:24]=[C:20]2[CH:19]=[CH:18][CH:17]=1)(=[O:15])=[O:14].O[Li].O.Cl>C1COCC1.O>[N:24]1[S:23][N:22]=[C:21]2[C:16]([S:13]([NH:12][C:5]3[CH:6]=[C:7]([Cl:11])[C:8]([Cl:10])=[CH:9][C:4]=3[C:3]([OH:25])=[O:2])(=[O:15])=[O:14])=[CH:17][CH:18]=[CH:19][C:20]=12 |f:1.2|. Procedure details: To a solution of 2-(benzo[1,2,5]thiadiazole-4-sulfonylamino)-4,5-dichloro-benzoic acid methyl ester (0.95 g, 2.3 mmol) in THF (21 mL) and water (7 mL) was added LiOH.H2O (0.38 g, 9.1 mmol). The biphasic mixture was stirred overnight at rt. The mixture was acidified with conc. HCl and extracted with DCM (3×). The combined organic layers were dried (MgSO4) and concentrated to provide 0.80 g (88%) of the pure acid as a white solid. 1H NMR (500 MHz, CDCl3): 11.07 (s, 1H), 8.41 (dd, J=7.0, 1.0, 1H), ...